This data is from the Open Reaction Database (ORD), a public repository of structured organic reaction records. The task is: describe an organic reaction: reactants, conditions, products, and yield Yields the product CC(C)(C)OC(=O)NC1=NC2(c3cc(N)ccc3F)OCCC2CS1. The reactants are CO, CC(C)(C)OC(=O)NC1=NC2(c3cc([N+](=O)[O-])ccc3F)OCCC2CS1. RXN SMILES: [CH3:28][OH:29].[F:1][c:2]1[c:3]([C:11]23[N:12]=[C:13]([NH:20][C:21]([O:22][C:23]([CH3:24])([CH3:25])[CH3:26])=[O:27])[S:14][CH2:15][CH:16]2[CH2:17][CH2:18][O:19]3)[cH:4][c:5]([N+:8]([O-:9])=[O:10])[cH:6][cH:7]1>>[F:1][c:2]1[c:3]([C:11]23[N:12]=[C:13]([NH:20][C:21]([O:22][C:23]([CH3:24])([CH3:25])[CH3:26])=[O:27])[S:14][CH2:15][CH:16]2[CH2:17][CH2:18][O:19]3)[cH:4][c:5]([NH2:8])[cH:6][cH:7]1. Starting materials: FC1=C(C=C(C=C1)F)NN (2,5-difluorophenylhydrazine), Cl (hydrochloric acid), COC(CC(OC)OC)OC (1,1,3,3-tetramethoxypropane). The solvent is C(C)O (ethanol). Product: FC1=C(C=C(C=C1)F)N1N=CC=C1 (1-(2,5-difluoro-phenyl)-1H-pyrazol). Isolated yield 97.6%. RXN SMILES: CO[CH:3](OC)[CH2:4][CH:5](OC)OC.[F:12][C:13]1[CH:18]=[CH:17][C:16]([F:19])=[CH:15][C:14]=1[NH:20][NH2:21].Cl>C(O)C>[F:12][C:13]1[CH:18]=[CH:17][C:16]([F:19])=[CH:15][C:14]=1[N:20]1[CH:5]=[CH:4][CH:3]=[N:21]1. Procedure: Add 1,1,3,3-tetramethoxypropane (8.2 g, 50 mmol) to a mixture of 2,5-difluorophenylhydrazine (9.022 g, 62.6 mmol) and hydrochloric acid (5M, 5 mL, 25 mmol) in ethanol (50 mL) and heat and stir under reflux under nitrogen for 17 hr. Cool the mixture, evaporate the ethanol in vacuo, suspend the residue in DCM (80 mL), filter the DCM solution and pass through an SCX-2 column. Collect the eluent and pass through a second SCX2 column and evaporate the eluent to give 1-(2,5-difluoro-phenyl)-1H-pyrazol... Yields the product Cl.C(C)C1=CC(=NC(=N1)N1CC2=CC=CC=C2CC1)NC1=C(C=C(C=C1)F)C (6-Ethyl-4-(2-methyl-4-fluorophenylamino)-2-(1,2,3,4-tetrahydroisoquinolin-2-yl)pyrimidine hydrochloride). The reactants are CC1=C(N)C=CC(=C1)F (2-methyl-4-fluoroaniline), C(C)C1=CC(=NC(=N1)N1CC2=CC=CC=C2CC1)Cl (6-ethyl-2-(1,2,3,4-tetrahydroisoquinolin-2-yl)-4-chloropyrimidine). Run in CN(C=O)C (dimethylformamide). Reported procedure: After 2-methyl-4-fluoroaniline(0.35 ml, 3.15 mmol) was added to a mixture solution of 6-ethyl-2-(1,2,3,4-tetrahydroisoquinolin-2-yl)-4-chloropyrimidine(0.40 g, 1.46 mmol) and dimethylformamide(10 ml), 0.51 g of the titled compound was obtained in accordance with the same procedure as in Step 4 of Example 57. Isolated yield 87.6%. RXN SMILES: [CH3:1][C:2]1[CH:8]=[C:7]([F:9])[CH:6]=[CH:5][C:3]=1[NH2:4].[CH2:10]([C:12]1[N:17]=[C:16]([N:18]2[CH2:27][CH2:26][C:25]3[C:20](=[CH:21][CH:22]=[CH:23][CH:24]=3)[CH2:19]2)[N:15]=[C:14]([Cl:28])[CH:13]=1)[CH3:11]>CN(C)C=O>[ClH:28].[CH2:10]([C:12]1[N:17]=[C:16]([N:18]2[CH2:27][CH2:26][C:25]3[C:20](=[CH:21][CH:22]=[CH:23][CH:24]=3)[CH2:19]2)[N:15]=[C:14]([NH:4][C:3]2[CH:5]=[CH:6][C:7]([F:9])=[CH:8][C:2]=2[CH3:1])[CH:13]=1)[CH3:11] |f:3.4|. Starting materials: [H-].[Na+] (Sodium hydride), C(C)(C)(C)OC(NC1=C(C=C(C=C1)OCC=1N(N=CC1C1CC1)C1=C(C=CC=C1)OC(F)(F)F)C)=O ({4-[4-cyclopropyl-2-(2-trifluoromethoxy-phenyl)-2H-pyrazol-3-ylmethoxy]-2-methyl-phenyl}-carbamic acid tert-butyl ester), IC (iodomethane). Solvent: CN(C)C=O (DMF). Run at time 30 minute. Yields the product C(C)(C)(C)OC(N(C)C1=C(C=C(C=C1)OCC=1N(N=CC1C1CC1)C1=C(C=CC=C1)OC(F)(F)F)C)=O ({4-[4-Cyclopropyl-2-(2-trifluoromethoxy-phenyl)-2H-pyrazol-3-ylmethoxy]-2-methyl-phenyl}-methyl-carbamic Acid Tert-butyl Ester). The yield is 98.4%. RXN SMILES: [H-].[Na+].[C:3]([O:7][C:8](=[O:38])[NH:9][C:10]1[CH:15]=[CH:14][C:13]([O:16][CH2:17][C:18]2[N:19]([C:26]3[CH:31]=[CH:30][CH:29]=[CH:28][C:27]=3[O:32][C:33]([F:36])([F:35])[F:34])[N:20]=[CH:21][C:22]=2[CH:23]2[CH2:25][CH2:24]2)=[CH:12][C:11]=1[CH3:37])([CH3:6])([CH3:5])[CH3:4].I[CH3:40]>CN(C=O)C>[C:3]([O:7][C:8](=[O:38])[N:9]([C:10]1[CH:15]=[CH:14][C:13]([O:16][CH2:17][C:18]2[N:19]([C:26]3[CH:31]=[CH:30][CH:29]=[CH:28][C:27]=3[O:32][C:33]([F:36])([F:34])[F:35])[N:20]=[CH:21][C:22]=2[CH:23]2[CH2:25][CH2:24]2)=[CH:12][C:11]=1[CH3:37])[CH3:40])([CH3:6])([CH3:5])[CH3:4] |f:0.1|. Procedure: Sodium hydride (60% in mineral oil, 183 mg, 4.58 mmol) is added to a solution of {4-[4-cyclopropyl-2-(2-trifluoromethoxy-phenyl)-2H-pyrazol-3-ylmethoxy]-2-methyl-phenyl}-carbamic acid tert-butyl ester (1.92 g, 3.81 mmol) and DMF (15 mL) in an ice bath. The mixture is stirred for 30 minutes and iodomethane (0.36 mL, 5.7 mmol) is added. The bath is removed and the mixture is stirred for 1 h and quenched with a mixture if ice and ammonium chloride. The mixture is diluted with ethyl acetate and wate... Starting materials: [OH-].[NH4+] (Ammonium hydroxide), ClC1=C(C=CC2=CC=CC=C12)CC#N (1-chloro-2-naphthylacetonitrile), polyphosphoric acid, ClC1=C(C=O)C=CC=C1 (2-Chlorobenzaldehyde). Run in O (water). Conditions: temperature 130 celsius, time 30 minute. Yields the product ClC1=C2CC(NC(C2=CC2=C1C=CC=C2)C2=C(C=CC=C2)Cl)=O (5-chloro-1-(2'-chlorophenyl)-1,4-dihydrobenzo[g]isoquinol-3-one). As a reaction SMILES: [Cl:1][C:2]1[C:11]2[C:6](=[CH:7][CH:8]=[CH:9][CH:10]=2)[CH:5]=[CH:4][C:3]=1[CH2:12][C:13]#[N:14].[Cl:15][C:16]1[CH:23]=[CH:22][CH:21]=[CH:20][C:17]=1[CH:18]=O.[OH-:24].[NH4+]>O>[Cl:1][C:2]1[C:11]2[CH:10]=[CH:9][CH:8]=[CH:7][C:6]=2[CH:5]=[C:4]2[C:3]=1[CH2:12][C:13](=[O:24])[NH:14][CH:18]2[C:17]1[CH:20]=[CH:21][CH:22]=[CH:23][C:16]=1[Cl:15] |f:2.3|. Reported procedure: This material was prepared in a similar manner to that described in Acta Chimica Academie Scientarum Hungaricae, Tomus 108(3), 255, (1981). Thus a mixture of 1-chloro-2-naphthylacetonitrile (25 g) and polyphosphoric acid (100 g) was heated and stirred at 80° for 30 min. 2-Chlorobenzaldehyde (8.7 g) was added with stirring over 30 min. The mixture was heated at 130° C. for 3 hours, cooled and poured into water. 0.88 Ammonium hydroxide was added and the mixture left overnight. The precipitate was ...